This data is from the Open Reaction Database (ORD), a public repository of structured organic reaction records. The task is: describe an organic reaction: reactants, conditions, products, and yield The reactants are C1[C@H](CN[C@@H]1C(=O)O)O ((2S,4R)-trans-4-hydroxyproline), C(=O)N (formamide), [H][H] (hydrogen). The reagents and catalysts are [Pd] (palladium on charcoal). The solvent is O (water), C(C)O (ethanol). Product: O[C@@H]1C[C@H](N(C1)C)C(=O)O ((2S, 4R)-4-hydroxy-1-methyl-2-pyrrolidinecarboxylic acid). The yield is 92.1%. Reaction SMILES: [CH2:1]1[C@@H:5]([C:6]([OH:8])=[O:7])[NH:4][CH2:3][C@@H:2]1[OH:9].[CH:10](N)=O.[H][H]>[Pd].O.C(O)C>[OH:9][C@H:2]1[CH2:3][N:4]([CH3:10])[C@H:5]([C:6]([OH:8])=[O:7])[CH2:1]1. Procedure details: A suspension of (2S,4R)-trans-4-hydroxyproline (5 g), 37% aqueous formamide solution (4.6 g) and 7.5% palladium on charcoal (53% water content, 3.2 g) in water (15 mL) was stirred at room temperature in an atmosphere of high-pressure hydrogen for 10 hours. After removing the palladium on charcoal by filtration, the water of the filtrate was removed by distillation under reduced pressure. The solid residue thus obtained was suspended and stirred in ethanol (25 mL). The crystals which precipitated... Starting materials: O.[OH-].[Li+] (Lithium hydroxide monohydrate), COC(=O)C12CCC(CC1)(CC2)C=2NC(=C(N2)C2=CC1=C(OCO1)C=C2)C2=NC(=CC=C2)C (4-[4-Benzo[1,3]dioxol-5-yl-5-(6-methyl-pyridin-2-yl)-1H-imidazol-2-yl]-bicyclo[2.2.2]octane-1-carboxylic acid methyl ester). Solvent: C1CCOC1.CO.O (THF MeOH H2O). Reaction conditions: time 3 hour. Product: O1COC2=C1C=CC(=C2)C=2N=C(NC2C2=NC(=CC=C2)C)C21CCC(CC2)(CC1)C(=O)O (4-[4-Benzo[1,3]dioxol-5-yl-5-(6-methyl-pyridin-2-yl)-1H-imidazol-2-yl]-bicyclo[2.2.2]octane-1-carboxylic acid). Yield: 99.8%. As a reaction SMILES: O.[OH-].[Li+].C[O:5][C:6]([C:8]12[CH2:15][CH2:14][C:11]([C:16]3[NH:17][C:18]([C:30]4[CH:35]=[CH:34][CH:33]=[C:32]([CH3:36])[N:31]=4)=[C:19]([C:21]4[CH:29]=[CH:28][C:24]5[O:25][CH2:26][O:27][C:23]=5[CH:22]=4)[N:20]=3)([CH2:12][CH2:13]1)[CH2:10][CH2:9]2)=[O:7]>C1COCC1.CO.O>[O:25]1[C:24]2[CH:28]=[CH:29][C:21]([C:19]3[N:20]=[C:16]([C:11]45[CH2:14][CH2:15][C:8]([C:6]([OH:7])=[O:5])([CH2:9][CH2:10]4)[CH2:13][CH2:12]5)[NH:17][C:18]=3[C:30]3[CH:35]=[CH:34][CH:33]=[C:32]([CH3:36])[N:31]=3)=[CH:22][C:23]=2[O:27][CH2:26]1 |f:0.1.2,4.5.6|. Procedure: Lithium hydroxide monohydrate (0.020 g, 0.487 mmol) was added to a solution of 4-[4-benzo[1,3]dioxol-5-yl-5-(6-methyl-pyridin-2-yl)-1H-imidazol-2-yl]-bicyclo[2.2.2]octane-1-carboxylic acid methyl ester (see Example 21; 0.150 g, 0.325 mmol) in a mixture of THF/MeOH/H2O (2/1/1, 4 mL). The mixture was stirred for 3 hours. Solvent was removed. Residue was diluted with water (30 mL). Citric acid was added to the solution to make the pH lower than 7. The aqueous solution was extracted with ethyl aceta... Reactants: C(C)(C)(C)OC(=O)N1CCN(CC1)C1=NSN=C1Cl (4-(4-Chloro-[1,2,5]thiadiazol-3-yl)-piperazine-1-carboxylic acid tert-butyl ester), Cl.O1CCOCC1 (HCl Dioxane). Reaction conditions: time 2 hour. Yields the product Cl.ClC=1C(=NSN1)N1CCNCC1 (4-(4-Chloro-[1,2,5]thiadiazol-3-yl)-piperazine hydrochloride). Isolated yield 202.2%. RXN SMILES: C(OC([N:8]1[CH2:13][CH2:12][N:11]([C:14]2[C:18]([Cl:19])=[N:17][S:16][N:15]=2)[CH2:10][CH2:9]1)=O)(C)(C)C.Cl.O1CCOCC1>>[ClH:19].[Cl:19][C:18]1[C:14]([N:11]2[CH2:10][CH2:9][NH:8][CH2:13][CH2:12]2)=[N:15][S:16][N:17]=1 |f:1.2,3.4|. Reported procedure: To a round bottom flask equipped with a magnetic stir bar was added 4-(4-Chloro-[1,2,5]thiadiazol-3-yl)-piperazine-1-carboxylic acid tert-butyl ester (10 g, 32 mmol, 1.0 eq, prepared as Example 1a) and 4M HCl/Dioxane. The reaction was allowed to stir at room temperature for 2 hour. The resulting precipitate was filtered, washed with EtOAc three times, dried in vacuo to give 4-(4-Chloro-[1,2,5]thiadiazol-3-yl)-piperazine hydrochloride (7.8 g) as a white solid. Starting materials: C(C1=CC=CC=C1)N(O)CC1=CC=CC=C1 (N,N-dibenzylhydroxylamine), C1(C=CC(N1)=O)=O (maleimide). Yields the product C(C1=CC=CC=C1)N(CC1=CC=CC=C1)OC1C(NC(C1)=O)=O (3-[(N,N-dibenzylamino)oxy]pyrrolidine-2,5-dione). The yield is 69.6%. RXN SMILES: [CH2:1]([N:8]([CH2:10][C:11]1[CH:16]=[CH:15][CH:14]=[CH:13][CH:12]=1)[OH:9])[C:2]1[CH:7]=[CH:6][CH:5]=[CH:4][CH:3]=1.[C:17]1(=[O:23])[NH:21][C:20](=[O:22])[CH:19]=[CH:18]1>>[CH2:10]([N:8]([O:9][CH:19]1[CH2:18][C:17](=[O:23])[NH:21][C:20]1=[O:22])[CH2:1][C:2]1[CH:3]=[CH:4][CH:5]=[CH:6][CH:7]=1)[C:11]1[CH:16]=[CH:15][CH:14]=[CH:13][CH:12]=1. Procedure: The procedure of Example 1 is repeated using 5.33 g (25 mmole) of N,N-dibenzylhydroxylamine and 2.42 g (25 mmole) of maleimide. The residue is purified by preparative HPLC (Silica gel: 4:1 heptane:ethyl acetate eluent) to give 5.4 g (74%) of a colorless gum.